From a dataset of the Open Reaction Database (ORD), a public repository of structured organic reaction records. describe an organic reaction: reactants, conditions, products, and yield The reactants are C(C1=CC=CC=C1)(=O)Cl (benzoyl chloride), CS(=O)(=O)OC1=CC=C(C=C1)C=CC(N)=N (4-(β-amidinoethenyl)phenol methanesulfonate), C(C)OCC (ethyl ether). Run in N1=CC=CC=C1 (pyridine). Conditions: time 8 hour. Yields the product CS(=O)(=O)O.C(C1=CC=CC=C1)(=O)OC1=CC=C(C=C1)C=CC(N)=N (4-(β-amidinoethenyl)-phenyl benzoate methanesulfonate). As a reaction SMILES: [CH3:1][S:2]([O:5][C:6]1[CH:11]=[CH:10][C:9]([CH:12]=[CH:13][C:14](=[NH:16])[NH2:15])=[CH:8][CH:7]=1)(=[O:4])=[O:3].[C:17](Cl)(=[O:24])[C:18]1[CH:23]=[CH:22][CH:21]=[CH:20][CH:19]=1.C(OCC)C>N1C=CC=CC=1>[CH3:1][S:2]([OH:5])(=[O:4])=[O:3].[C:17]([O:5][C:6]1[CH:11]=[CH:10][C:9]([CH:12]=[CH:13][C:14](=[NH:16])[NH2:15])=[CH:8][CH:7]=1)(=[O:24])[C:18]1[CH:23]=[CH:22][CH:21]=[CH:20][CH:19]=1 |f:4.5|. Procedure details: To a solution of 500 mg of 4-(β-amidinoethenyl)phenol methanesulfonate in 5 ml of pyridine, while being cooled in ice, was added 300 mg of benzoyl chloride. The resulting solution was stirred overnight at room temperature, then admixed with ethyl ether, again stirred thoroughly, and the ether layer was removed by decantation. This treatment was repeated once more and the residual solid substance was recrystallized from a methanol-ethyl ether mixture to obtain 4-(β-amidinoethenyl)-phenyl benzoate... Starting materials: M-indole, C1=CC=CC2=NC=C3C=CC=CC3=C12 (phenanthridine), C1(CCCCC1)C(=O)Cl (cyclohexanecarboxylic acid chloride), N1C=CC2=CC=CC=C12 (indole). Product: C1(CCCCC1)C(=O)N1C=2C=CC=CC2C2=CC=CC=C2C1C1=CNC2=CC=CC=C12 (Cyclohexyl-[6-(1H-indol-3-yl)-6H-phenanthridin-5-yl]-methanone). As a reaction SMILES: [CH:1]1[C:14]2[C:5](=[N:6][CH:7]=[C:8]3[C:13]=2[CH:12]=[CH:11][CH:10]=[CH:9]3)[CH:4]=[CH:3][CH:2]=1.[CH:15]1([C:21](Cl)=[O:22])[CH2:20][CH2:19][CH2:18][CH2:17][CH2:16]1.[NH:24]1[C:32]2[C:27](=[CH:28][CH:29]=[CH:30][CH:31]=2)[CH:26]=[CH:25]1>>[CH:15]1([C:21]([N:6]2[CH:7]([C:26]3[C:27]4[C:32](=[CH:31][CH:30]=[CH:29][CH:28]=4)[NH:24][CH:25]=3)[C:8]3[C:13](=[CH:12][CH:11]=[CH:10][CH:9]=3)[C:14]3[CH:1]=[CH:2][CH:3]=[CH:4][C:5]2=3)=[O:22])[CH2:20][CH2:19][CH2:18][CH2:17][CH2:16]1. Procedure: Cyclohexyl-[6-(1H-indol-3-yl)-6H-phenanthridin-5-yl]-methanone was prepared from phenanthridine, cyclohexanecarboxylic acid chloride, and indole according to GP 2. Yield, 7%. (+)-ESI-MS: m/z=407 [M+H]+, 290 [M-indole+H]+, 180.